From a dataset of the Open Reaction Database (ORD), a public repository of structured organic reaction records. describe an organic reaction: reactants, conditions, products, and yield The reactants are OCCOC1=NN(C(=C1C1=CC=C(C=C1)C)NS(=O)(=O)C1=NC=C(C=C1)C(C)C)C (N-[3-(2-hydroxyethoxy)-1-methyl-4-(4-methylphenyl)-1H-pyrazol-5-yl]-5-isopropyl-2-pyridinesulfonamide), [H-].[Na+] (sodium hydride), ClC1=NC=C(C=N1)S(=O)(=O)C (2-chloro-5-(methylsulfonyl)pyrimidine). Run in C1CCOC1 (THF), CC(=O)N(C)C (dimethylacetamide). Conditions: time 5 minute. Product: C(C)(C)C=1C=CC(=NC1)S(=O)(=O)NC1=C(C(=NN1C)OCCOC1=NC=C(C=N1)S(=O)(=O)C)C1=CC=C(C=C1)C (5-isopropyl-N-[1-methyl-4-(4-methylphenyl)-3-(2-{[5-(methylsulfonyl)-2-pyrimidinyl]oxy}ethoxy)-1H-pyrazol-5-yl]-2-pyridinesulfonamide). Isolated yield 20.4%. Reaction SMILES: [OH:1][CH2:2][CH2:3][O:4][C:5]1[C:9]([C:10]2[CH:15]=[CH:14][C:13]([CH3:16])=[CH:12][CH:11]=2)=[C:8]([NH:17][S:18]([C:21]2[CH:26]=[CH:25][C:24]([CH:27]([CH3:29])[CH3:28])=[CH:23][N:22]=2)(=[O:20])=[O:19])[N:7]([CH3:30])[N:6]=1.[H-].[Na+].Cl[C:34]1[N:39]=[CH:38][C:37]([S:40]([CH3:43])(=[O:42])=[O:41])=[CH:36][N:35]=1>C1COCC1.CC(N(C)C)=O>[CH:27]([C:24]1[CH:25]=[CH:26][C:21]([S:18]([NH:17][C:8]2[N:7]([CH3:30])[N:6]=[C:5]([O:4][CH2:3][CH2:2][O:1][C:34]3[N:39]=[CH:38][C:37]([S:40]([CH3:43])(=[O:42])=[O:41])=[CH:36][N:35]=3)[C:9]=2[C:10]2[CH:15]=[CH:14][C:13]([CH3:16])=[CH:12][CH:11]=2)(=[O:19])=[O:20])=[N:22][CH:23]=1)([CH3:28])[CH3:29] |f:1.2|. Procedure details: To a solution of N-[3-(2-hydroxyethoxy)-1-methyl-4-(4-methylphenyl)-1H-pyrazol-5-yl]-5-isopropyl-2-pyridinesulfonamide (Example 40) (112 mg) in anhydrous THF (5 ml) at 0° C. and under an atmosphere of nitrogen was added sodium hydride (60% dispersion in oil, 21.8 mg) and the mixture was stirred for 5 minutes. To the mixture was added 2-chloro-5-(methylsulfonyl)pyrimidine (50 mg) in dimethylacetamide (1 ml). After stirring for 150 min, the reaction mixture was partitioned between ethyl acetate (5...